This data is from the Open Reaction Database (ORD), a public repository of structured organic reaction records. The task is: describe an organic reaction: reactants, conditions, products, and yield Starting materials: diol, [OH-].[Na+] (NaOH), toluene 4-sulfochloride, C(C)(C)(C)OC(=O)N1C[C@H]([C@@H]([C@H](C1)OCC1=CC2=CC=CC=C2C(=C1)OC)C1=CC=C(C=C1)OCCCOCC1=C(C=CC=C1)OC)COC[C@@H](COS(=O)(=O)C1=CC=C(C=C1)C)O ((3S,4R,5R)-3-[(2S)-2-hydroxy-3-(toluene-4-sulfonyloxy)-propoxymethyl]-4-[4-[3-(2-methoxy-benzyloxy)-propoxy]-phenyl]-5-(4-methoxy-naphthalen-2-ylmethoxy)-piperidine-1-carboxylic acid tert-butyl ester). The solvent is N1=CC=CC=C1 (pyridine), CS(=O)C (DMSO). Product: C(C)(C)(C)OC(=O)N1C[C@@H]([C@H]([C@@H](C1)COC[C@@H]1OC1)C1=CC=C(C=C1)OCCCOCC1=C(C=CC=C1)OC)OCC1=CC2=CC=CC=C2C(=C1)OC ((3R,4R,5S)-4-[4-[3-(2-methoxy-benzyloxy)-propoxy]-phenyl]-3-(4-methoxy-naphthalen-2-ylmethoxy)-5-[(2R)-oxiranylmethoxymethyl]-piperidine-1-carboxylic acid tert-butyl ester). RXN SMILES: [C:1]([O:5][C:6]([N:8]1[CH2:13][C@H:12]([O:14][CH2:15][C:16]2[CH:25]=[C:24]([O:26][CH3:27])[C:23]3[C:18](=[CH:19][CH:20]=[CH:21][CH:22]=3)[CH:17]=2)[C@@H:11]([C:28]2[CH:33]=[CH:32][C:31]([O:34][CH2:35][CH2:36][CH2:37][O:38][CH2:39][C:40]3[CH:45]=[CH:44][CH:43]=[CH:42][C:41]=3[O:46][CH3:47])=[CH:30][CH:29]=2)[C@H:10]([CH2:48][O:49][CH2:50][C@H:51](O)[CH2:52][O:53]S(C2C=CC(C)=CC=2)(=O)=O)[CH2:9]1)=[O:7])([CH3:4])([CH3:3])[CH3:2].[OH-].[Na+]>N1C=CC=CC=1.CS(C)=O>[C:1]([O:5][C:6]([N:8]1[CH2:9][C@@H:10]([CH2:48][O:49][CH2:50][C@H:51]2[CH2:52][O:53]2)[C@H:11]([C:28]2[CH:33]=[CH:32][C:31]([O:34][CH2:35][CH2:36][CH2:37][O:38][CH2:39][C:40]3[CH:45]=[CH:44][CH:43]=[CH:42][C:41]=3[O:46][CH3:47])=[CH:30][CH:29]=2)[C@@H:12]([O:14][CH2:15][C:16]2[CH:25]=[C:24]([O:26][CH3:27])[C:23]3[C:18](=[CH:19][CH:20]=[CH:21][CH:22]=3)[CH:17]=2)[CH2:13]1)=[O:7])([CH3:3])([CH3:2])[CH3:4] |f:1.2|. Procedure details: In analogy to the procedure described in example 1) (h)-(I), (R)-3-[(3S,4R,5R)-4-[3-(2-methoxy-benzyloxy)-propoxy]-phenyl]-5-(4-methoxy-naphthalen-2-ylmethoxy)-piperidin-3-ylmethoxy]-propane-1,2-diol was treated with di-tert-butyl-dicarbonate in dioxane/water in the presence of sodium hydrogencarbonate to yield the (3S,4R,5R))-3-[(2R)-2,3-dihydroxy-propoxymethyl]-4-[4-[3-(2-methoxy-benzyloxy)-propoxy]-phenyl]-5-(4-methoxy-naphthalen-2-ylmethoxy)-piperidine-1-carboxylic acid tert-butyl ester. Sub... Reactants: CCCC(=O)C=1C(OC=C(C1O)CC(C)C)=O (3-(3-methylpropionyl)-4-hydroxy-5-isobutyl-2-pyrone), OC1=CC(OC(=C1)CC(C)C)=O (4-hydroxy-6-isobutyl-2-pyrone), [K+].[Br-] (KBr). Yields the product OC1=CC(OC(=C1)CCCC)=O (4-hydroxy-6-butyl-2-pyrone). Reaction SMILES: CCCC([C:6]1[C:7](=[O:17])[O:8][CH:9]=[C:10](CC(C)C)[C:11]=1[OH:12])=O.O[C:19]1[CH:24]=C(CC(C)C)O[C:21](=O)[CH:20]=1.[K+].[Br-]>>[OH:12][C:11]1[CH:10]=[C:9]([CH2:24][CH2:19][CH2:20][CH3:21])[O:8][C:7](=[O:17])[CH:6]=1 |f:2.3|. Reported procedure: Proceeding in a similar manner as described in Section D of this example, 3-(3-methylpropionyl)-4-hydroxy-5-isobutyl-2-pyrone was converted to 4-hydroxy-6-isobutyl-2-pyrone. M.p. 110°-111° C., IR (KBr): 3300-2700, 1705, 1680-1660, 1585 cm-1. Reactants: COC=1C=C(C=CC1S(N)(=O)=O)/C=C/C(=O)O ((E)-3-(3-methoxy-4-sulfamoyl-phenyl)-acrylic acid), S(=O)(Cl)Cl (thionyl chloride), S(=O)(Cl)Cl (thionyl chloride), ClC=1C=C(C=CC1)N (3-chloro-phenylamine), C(C)(C)N(CC)C(C)C (diisopropylethylamine). The solvent is C1CCOC1 (THF), C1CCOC1 (THF). Yields the product ClC=1C=C(C=CC1)NC(\C=C\C1=CC(=C(C=C1)S(N)(=O)=O)OC)=O ((E)-N-(3-chloro-phenyl)-3-(3-methoxy-4-sulfamoyl-phenyl)-acrylamide). Isolated yield 26.5%. As a reaction SMILES: [CH3:1][O:2][C:3]1[CH:4]=[C:5](/[CH:13]=[CH:14]/[C:15]([OH:17])=O)[CH:6]=[CH:7][C:8]=1[S:9](=[O:12])(=[O:11])[NH2:10].S(Cl)(Cl)=O.[Cl:22][C:23]1[CH:24]=[C:25]([NH2:29])[CH:26]=[CH:27][CH:28]=1.C(N(C(C)C)CC)(C)C>C1COCC1>[Cl:22][C:23]1[CH:24]=[C:25]([NH:29][C:15](=[O:17])/[CH:14]=[CH:13]/[C:5]2[CH:6]=[CH:7][C:8]([S:9](=[O:11])(=[O:12])[NH2:10])=[C:3]([O:2][CH3:1])[CH:4]=2)[CH:26]=[CH:27][CH:28]=1. Reported procedure: A solution of (E)-3-(3-methoxy-4-sulfamoyl-phenyl)-acrylic acid (0.291 g, 1.13 mmol) and thionyl chloride (0.100 mL, 1.36 mmol) in dry THF (15 mL) was stirred at reflux temperature for 1 h. Then a further aliquot of thionyl chloride (0.050 mL, 0.68 mmol) was added and the mixture was stirred at reflux temperature for additional 2 hrs. The mixture was then concentrated under reduced pressure, taken up with dry THF (3 mL) and added dropwise to a solution of 3-chloro-phenylamine (0.109 mL, 1.03 mmo... Product: ClC1=[N+](C=C(C=C1)C(=O)OCC(CCCCCCCC)CCCCCC)[O-] (2-chloro-5-(2-hexyldecyloxycarbonyl)pyridine-N-oxide). RXN SMILES: [Cl:1][C:2]1[CH:7]=[CH:6][C:5]([C:8]([O:10][CH2:11][CH:12]([CH2:21][CH2:22][CH2:23][CH2:24][CH2:25][CH3:26])[CH2:13][CH2:14][CH2:15][CH2:16][CH2:17][CH2:18][CH2:19][CH3:20])=[O:9])=[CH:4][N:3]=1.FC(F)(F)C(O)=[O:30].OO.C(Cl)(Cl)Cl>ClCCl.CC(OCC)=O>[Cl:1][C:2]1[CH:7]=[CH:6][C:5]([C:8]([O:10][CH2:11][CH:12]([CH2:21][CH2:22][CH2:23][CH2:24][CH2:25][CH3:26])[CH2:13][CH2:14][CH2:15][CH2:16][CH2:17][CH2:18][CH2:19][CH3:20])=[O:9])=[CH:4][N+:3]=1[O-:30]. Run at time 5 hour. Starting materials: OO (H2O2), ClC1=NC=C(C=C1)C(=O)OCC(CCCCCCCC)CCCCCC (2-Chloro-5-(2-hexyldecyloxycarbonyl)pyridine), FC(C(=O)O)(F)F (trifluoroacetic acid), OO (H2O2), C(Cl)(Cl)Cl (CHCl3). The solvent is CC(=O)OCC (CH3CO2C2H5), ClCCl (dichloromethane). Procedure details: The product from Stage (a) (45.8 g, 0.12 mol) was dissolved in dichloromethane (350 ml) and trifluoroacetic acid (60 ml) was added dropwise during 30 minutes. H2O2 (100 vol, 31 ml, 0.24 mol) was then added during 15 minutes and the solution was boiled under reflux for 4 hours. A further addition of H2O2 (5 ml) was made and boiling was continued for a further 5 hours when it was shown by TLC (SiO2, CHCl3 :CH3CO2C2H5 =1:1) that only a trace of starting material remained. The mixture was poured ont... Reactants: solution, B(Br)(Br)Br (boron tribromide), CN1C(N(C(C=C1C(F)(F)F)=O)C1=CC=C(C=C1)OC)=O (1 -methyl-3-(4-methoxy-phenyl)-6-trifluoromethyl-2,4(1H,3H)-pyrimidinedione). Run in C(Cl)Cl (methylene chloride), C(Cl)Cl (methylene chloride). Run at time 64 hour. The product is CN1C(N(C(C=C1C(F)(F)F)=O)C1=CC=C(C=C1)O)=O (1-methyl-3- (4-hydroxyphenyl)-6-trifluoromethyl-2,4(1H,3H)-pyrimidinedione). RXN SMILES: [CH3:1][N:2]1[C:7]([C:8]([F:11])([F:10])[F:9])=[CH:6][C:5](=[O:12])[N:4]([C:13]2[CH:18]=[CH:17][C:16]([O:19]C)=[CH:15][CH:14]=2)[C:3]1=[O:21].B(Br)(Br)Br>C(Cl)Cl>[CH3:1][N:2]1[C:7]([C:8]([F:9])([F:11])[F:10])=[CH:6][C:5](=[O:12])[N:4]([C:13]2[CH:18]=[CH:17][C:16]([OH:19])=[CH:15][CH:14]=2)[C:3]1=[O:21]. Procedure: In a flask were placed 25.88 g (0.086 mole) of 1 -methyl-3-(4-methoxy-phenyl)-6-trifluoromethyl-2,4(1H,3H)-pyrimidinedione and 200 mL of methylene chloride. To this flask was added dropwise 258 mL (0.258 mole) of a 1 molar solution of boron tribromide in methylene chloride. Upon completion of addition, this reaction mixture was allowed to stir at ambient temperature for approximately 64 hours after which it was poured over ice. This mixture was filtered to remove insoluble material, and the aque... Starting materials: FC=1C=C2CC(NCC2=CC1)C(=O)O (6-fluoro-1,2,3,4-tetrahydroisoquinoline-3-carboxylic acid), CO (methanol), O=S(Cl)Cl (SOCl2). Yields the product COC(=O)C1NCC2=CC=C(C=C2C1)F (6-fluoro-1,2,3,4-tetrahydro-isoquinoline-3-carboxylic acid methyl ester). Reaction SMILES: [F:1][C:2]1[CH:3]=[C:4]2[C:9](=[CH:10][CH:11]=1)[CH2:8][NH:7][CH:6]([C:12]([OH:14])=[O:13])[CH2:5]2.O=S(Cl)Cl.[CH3:19]O>>[CH3:19][O:13][C:12]([CH:6]1[CH2:5][C:4]2[C:9](=[CH:10][CH:11]=[C:2]([F:1])[CH:3]=2)[CH2:8][NH:7]1)=[O:14]. Procedure: To a suspension of 6-fluoro-1,2,3,4-tetrahydroisoquinoline-3-carboxylic acid in methanol (500 mL) was added SOCl2 (50 mL). The reaction mixture was then refluxed for 1 h until LC-MS indicated the completion of the reaction. The mixture was concentrated, and the resulting residue was dissolved in a mixture of EtOAc (1 L) and sat. sodium bicarbonate solution (500 mL). The organic layer was separated, washed with water and brine, dried over Na2SO4, and concentrated under reduced pressure to give 6-...